This data is from the Open Reaction Database (ORD), a public repository of structured organic reaction records. The task is: describe an organic reaction: reactants, conditions, products, and yield The reactants are Nc1ccccc1, COc1cccc(Oc2c(NS(=O)(=O)c3ccc(SC)cc3)cc(C(=O)O)cc2OCCO)c1. The product is COc1cccc(Oc2c(NS(=O)(=O)c3ccc(SC)cc3)cc(C(=O)Nc3ccccc3)cc2OCCO)c1. Reaction SMILES: [NH2:35][c:36]1[cH:37][cH:38][cH:39][cH:40][cH:41]1.[OH:1][CH2:2][CH2:3][O:4][c:5]1[cH:6][c:7]([C:8](=[O:9])[OH:10])[cH:11][c:12]([NH:23][S:24](=[O:25])(=[O:26])[c:27]2[cH:28][cH:29][c:30]([S:33][CH3:34])[cH:31][cH:32]2)[c:13]1[O:14][c:15]1[cH:16][c:17]([O:21][CH3:22])[cH:18][cH:19][cH:20]1>>[OH:1][CH2:2][CH2:3][O:4][c:5]1[cH:6][c:7]([C:8](=[O:10])[NH:35][c:36]2[cH:37][cH:38][cH:39][cH:40][cH:41]2)[cH:11][c:12]([NH:23][S:24](=[O:25])(=[O:26])[c:27]2[cH:28][cH:29][c:30]([S:33][CH3:34])[cH:31][cH:32]2)[c:13]1[O:14][c:15]1[cH:16][c:17]([O:21][CH3:22])[cH:18][cH:19][cH:20]1.